From a dataset of the Open Reaction Database (ORD), a public repository of structured organic reaction records. describe an organic reaction: reactants, conditions, products, and yield The reactants are ClC=1C=C(OC2=C(C#N)C=CC(=C2)C(C=2N=CN(C2)C(C2=CC=CC=C2)(C2=CC=CC=C2)C2=CC=CC=C2)(O)C2=CC=C(C=C2)Cl)C=CC1 (2-(3-Chloro-phenoxy)-4-[(4-chloro-phenyl)-hydroxy-(1-trityl-1H-imidazol-4-yl)-methyl]-benzonitrile), FC(C(=O)O)(F)F (trifluoroacetic acid), C(C)[SiH](CC)CC (triethylsilane). Solvent: C(Cl)Cl (CH2Cl2). The product is ClC=1C=C(OC2=C(C#N)C=CC(=C2)C(C=2NC=NC2)(O)C2=CC=C(C=C2)Cl)C=CC1 (2-(3-Chloro-phenoxy)-4-[(4-chloro-phenyl)-hydroxy-(3H-imidazol-4-yl)-methyl]-benzonitrile). RXN SMILES: [Cl:1][C:2]1[CH:3]=[C:4]([CH:47]=[CH:48][CH:49]=1)[O:5][C:6]1[CH:13]=[C:12]([C:14]([C:40]2[CH:45]=[CH:44][C:43]([Cl:46])=[CH:42][CH:41]=2)([OH:39])[C:15]2[N:16]=[CH:17][N:18](C(C3C=CC=CC=3)(C3C=CC=CC=3)C3C=CC=CC=3)[CH:19]=2)[CH:11]=[CH:10][C:7]=1[C:8]#[N:9].FC(F)(F)C(O)=O.C([SiH](CC)CC)C>C(Cl)Cl>[Cl:1][C:2]1[CH:3]=[C:4]([CH:47]=[CH:48][CH:49]=1)[O:5][C:6]1[CH:13]=[C:12]([C:14]([C:40]2[CH:45]=[CH:44][C:43]([Cl:46])=[CH:42][CH:41]=2)([OH:39])[C:15]2[NH:16][CH:17]=[N:18][CH:19]=2)[CH:11]=[CH:10][C:7]=1[C:8]#[N:9]. Reported procedure: 2-(3-Chloro-phenoxy)-4-[(4-chloro-phenyl)-hydroxy-(1-trityl-1H-imidazol-4-yl)-methyl]-benzonitrile (0.269 g, 0.396 mmol), trifluoroacetic acid (5 mL), triethylsilane (0.050 mL, 3.17 mmol) was stirred in CH2Cl2 (5 mL) under Ar for 2 hr. The reaction mixture was concentrated in vacuo, diluted with EtOAc, washed with satd. NaHCO3 solution, water, brine, dried (MgSO4), concentrated and purified using SiO2 chromatography (1-1.5% MeOH/CH2Cl2 w NH4OH) to give the title compound. FAB MS (M+1)=436; The reactants are NC=1C=C(C=CC1)C=1C(=NC(=NC1)NCCN1C(NC(C1(C)C)=O)=O)C=1SC(=CC1)Cl (1-{2-[5-(3-aminophenyl)-4-(5-chlorothiophen-2-yl)pyrimidin-2-ylamino]ethyl}-5,5-dimethylimidazolidine-2,4-dione), C(=O)(OC(C)(C)C)N(C)CC(=O)O (N-Boc-sarcosine), Cl.C(C)N=C=NCCCN(C)C (1-ethyl-3-(3-dimethylaminopropyl)carbodiimide hydrochloride), C(C)(C)N(C(C)C)CC (N,N-diisopropylethylamine). The reagents and catalysts are CN(C1=CC=NC=C1)C (4-dimethylaminopyridine). Solvent: CCOC(=O)C (EtOAc), C(Cl)Cl (CH2Cl2). The product is ClC1=CC=C(S1)C1=NC(=NC=C1C=1C=C(C=CC1)NC(CN(C(OC(C)(C)C)=O)C)=O)NCCN1C(NC(C1(C)C)=O)=O (tert-Butyl 2-(3-{4-(5-Chlorothiophen-2-yl)-2-[2-(5,5-dimethyl-2,4-dioxoimidazolidin-1-yl)ethylamino]pyrimidin-5-yl}phenylamino)-2-oxoethyl(methyl)carbamate). Reaction SMILES: [NH2:1][C:2]1[CH:3]=[C:4]([C:8]2[C:9]([C:26]3[S:27][C:28]([Cl:31])=[CH:29][CH:30]=3)=[N:10][C:11]([NH:14][CH2:15][CH2:16][N:17]3[C:21]([CH3:23])([CH3:22])[C:20](=[O:24])[NH:19][C:18]3=[O:25])=[N:12][CH:13]=2)[CH:5]=[CH:6][CH:7]=1.[C:32]([N:39]([CH2:41][C:42](O)=[O:43])[CH3:40])([O:34][C:35]([CH3:38])([CH3:37])[CH3:36])=[O:33].Cl.C(N=C=NCCCN(C)C)C.C(N(CC)C(C)C)(C)C>CN(C)C1C=CN=CC=1.C(Cl)Cl.CCOC(C)=O>[Cl:31][C:28]1[S:27][C:26]([C:9]2[C:8]([C:4]3[CH:3]=[C:2]([NH:1][C:42](=[O:43])[CH2:41][N:39]([CH3:40])[C:32](=[O:33])[O:34][C:35]([CH3:37])([CH3:38])[CH3:36])[CH:7]=[CH:6][CH:5]=3)=[CH:13][N:12]=[C:11]([NH:14][CH2:15][CH2:16][N:17]3[C:21]([CH3:22])([CH3:23])[C:20](=[O:24])[NH:19][C:18]3=[O:25])[N:10]=2)=[CH:30][CH:29]=1 |f:2.3|. Procedure details: A solution of 50 mg (0.11 mmol) of 1-{2-[5-(3-aminophenyl)-4-(5-chlorothiophen-2-yl)pyrimidin-2-ylamino]ethyl}-5,5-dimethylimidazolidine-2,4-dione, 31 mg (0.16 mmol) of N-Boc-sarcosine, 31 mg (0.16 mmol) of 1-ethyl-3-(3-dimethylaminopropyl)carbodiimide hydrochloride, 0.1 mg (0.01 mmol) of 4-dimethylaminopyridine and 0.057 mL (0.33 mmol) of N,N-diisopropylethylamine in 1 mL of CH2Cl2 was stirred for 18 h at rt. The reaction solution was poured into 75 mL of EtOAc and washed thrice with 2% (w/v) a... Starting materials: [H][H] (hydrogen), 34.6, ClC1=CC(=C(C=C1)NCCCO)[N+](=O)[O-] (3-[(4-chloro-2-nitrophenyl)amino]-1-propanol). The reagents and catalysts are [Ni] (Raney-nickel). Solvent: C(C)O (ethanol). Product: 30, NC1=C(C=CC(=C1)Cl)NCCCO (3-[(2-amino-4-chlorophenyl)amino]-1-propanol). As a reaction SMILES: [Cl:1][C:2]1[CH:7]=[CH:6][C:5]([NH:8][CH2:9][CH2:10][CH2:11][OH:12])=[C:4]([N+:13]([O-])=O)[CH:3]=1.[H][H]>[Ni].C(O)C>[NH2:13][C:4]1[CH:3]=[C:2]([Cl:1])[CH:7]=[CH:6][C:5]=1[NH:8][CH2:9][CH2:10][CH2:11][OH:12]. Reported procedure: A mixture of 34.6 parts of 3-[(4-chloro-2-nitrophenyl)amino]-1-propanol and 320 parts of ethanol is hydrogenated at normal pressure and at room temperature with 8 parts of Raney-nickel catalyst. After the calculated amount of hydrogen is taken up, the catalyst is filtered off and the filtrate is evaporated, yielding 30 parts of 3-[(2-amino-4-chlorophenyl)amino]-1-propanol as an oily residue.